From a dataset of the Open Reaction Database (ORD), a public repository of structured organic reaction records. describe an organic reaction: reactants, conditions, products, and yield The reactants are COC1=CC=C2CCCC(C2=C1)=O (7-methoxy-3,4-dihydronaphthalen-1(2H)-one), C(CCC)[Li] (n-Butyl lithium). The reagents and catalysts are [Br-].C[P+](C1=CC=CC=C1)(C1=CC=CC=C1)C1=CC=CC=C1 (methyltriphenylphosphonium bromide). Solvent: C1CCOC1 (THF), C1CCOC1 (THF). Conditions: time 3 hour. The product is COC1=CC=C2CCCC(C2=C1)=C (7-Methoxy-1-methylene-1,2,3,4-tetrahydronaphthalene). Reaction SMILES: [CH2:1]([Li])CCC.[CH3:6][O:7][C:8]1[CH:17]=[C:16]2[C:11]([CH2:12][CH2:13][CH2:14][C:15]2=O)=[CH:10][CH:9]=1>[Br-].C[P+](C1C=CC=CC=1)(C1C=CC=CC=1)C1C=CC=CC=1.C1COCC1>[CH3:6][O:7][C:8]1[CH:17]=[C:16]2[C:11]([CH2:12][CH2:13][CH2:14][C:15]2=[CH2:1])=[CH:10][CH:9]=1 |f:2.3|. Reported procedure: n-Butyl lithium (1.6M, 6.2 mL, 9.92 mmol) was added dropwise to a THF (20 mL) solution containing methyltriphenylphosphonium bromide (3.65 g, 10.22 mmol) cooled in an ice bath. The solution was stirred at room temperature for 3 hours. A THF (5 mL) solution of 7-methoxy-3,4-dihydronaphthalen-1(2H)-one (1 g, 5.68 mmol) was added dropwise. The solution was then stirred at 60° C. overnight. The solution was partitioned between ethyl ether and water. The organic phase was washed with water (3×) and b... Starting materials: FC(C1=NC(=C(C(=C1C(=O)OCC)O)C)C(F)(F)F)(F)F (Ethyl 2,6-bis(trifluoromethyl)-4-hydroxy-5-methyl-3-pyridinecarboxylate), N1=C(C=CC=C1C)C (2,6-lutidine), P(=O)(Cl)(Cl)Cl (phosphorus oxychloride). The product is FC(C1=NC(=C(C(=C1C(=O)OCC)Cl)C)C(F)(F)F)(F)F (Ethyl 2,6-bis(trifluoromethyl)-4-chloro-5-methyl-3-pyridinecarboxylate). The yield is 57.8%. Reaction SMILES: [F:1][C:2]([F:21])([F:20])[C:3]1[C:8]([C:9]([O:11][CH2:12][CH3:13])=[O:10])=[C:7](O)[C:6]([CH3:15])=[C:5]([C:16]([F:19])([F:18])[F:17])[N:4]=1.N1C(C)=CC=CC=1C.P(Cl)(Cl)([Cl:32])=O>>[F:1][C:2]([F:21])([F:20])[C:3]1[C:8]([C:9]([O:11][CH2:12][CH3:13])=[O:10])=[C:7]([Cl:32])[C:6]([CH3:15])=[C:5]([C:16]([F:19])([F:18])[F:17])[N:4]=1. Procedure: A mixture of 5.0 g (0.016 mol) of product of Example 35, 4.52 g (0.0362 mol) of 2,6-lutidine and 34 ml of phosphorus oxychloride was held at reflux for 20 hours and concentrated in vacuo. The residue was quenched with water and extracted with ether. The ether extract was washed successively with 10% K2CO3 and water, dried (CaSO4) and concentrated in vacuo to give 3.06 g (57.8%) of product as a brown oil, nD25 1.4313.